From a dataset of the Open Reaction Database (ORD), a public repository of structured organic reaction records. describe an organic reaction: reactants, conditions, products, and yield Reactants: [O-]CC.[Na+] (sodium ethoxide), Cl (HCl), O=C1NC2=CC(=CC=C2C1)C(=O)C1=CC=C(C=C1)NC(=O)C=1N(N=C(C1)C)CC (2-Ethyl-5-methyl-2H-pyrazole-3-carboxylic acid [4-(2-oxo-2,3-dihydro-1H-indole-6-carbonyl)-phenyl]-amide), C(=O)OCC (ethyl formate). Run in C(C)O (ethanol), C(C)O (ethanol). Reaction conditions: temperature 78 celsius. Yields the product OC=C1C(NC2=CC(=CC=C12)C(=O)C1=CC=C(C=C1)NC(=O)C=1N(N=C(C1)C)CC)=O (2-Ethyl-5-methyl-2H-pyrazole-3-carboxylic acid [4-(3-hydroxymethylene-2-oxo-2,3-dihydro-1H-indole-6-carbonyl)-phenyl]-amide). Isolated yield 75.4%. RXN SMILES: [O:1]=[C:2]1[CH2:10][C:9]2[C:4](=[CH:5][C:6]([C:11]([C:13]3[CH:18]=[CH:17][C:16]([NH:19][C:20]([C:22]4[N:23]([CH2:28][CH3:29])[N:24]=[C:25]([CH3:27])[CH:26]=4)=[O:21])=[CH:15][CH:14]=3)=[O:12])=[CH:7][CH:8]=2)[NH:3]1.[CH:30](OCC)=[O:31].[O-]CC.[Na+].Cl>C(O)C>[OH:31][CH:30]=[C:10]1[C:9]2[C:4](=[CH:5][C:6]([C:11]([C:13]3[CH:18]=[CH:17][C:16]([NH:19][C:20]([C:22]4[N:23]([CH2:28][CH3:29])[N:24]=[C:25]([CH3:27])[CH:26]=4)=[O:21])=[CH:15][CH:14]=3)=[O:12])=[CH:7][CH:8]=2)[NH:3][C:2]1=[O:1] |f:2.3|. Procedure: 2-Ethyl-5-methyl-2H-pyrazole-3-carboxylic acid [4-(2-oxo-2,3-dihydro-1H-indole-6-carbonyl)-phenyl]-amide (0.758 g, 1.95 mmol) and ethyl formate (0.468 mL, 5.85 mmol) were dissolved in anhydrous ethanol (5.78 mL). The resulting solution was treated in dropwise fashion with a 21 wt % solution of sodium ethoxide in ethanol (3.64 mL, 9.76 mmol). This reaction mixture was heated at 78° C. for 1 h, producing a black oil. Subsequently, the reaction mixture was cooled to room temperature, and then the r... Reactants: CC(CCNC(=O)OC(C)(C)C)N1CCC(=O)CC1, NC(CNC1CCCCC1)c1cc(F)ccc1F. The product is CC(CCNC(=O)OC(C)(C)C)N1CCC(NC(CNC2CCCCC2)c2cc(F)ccc2F)CC1. Reaction SMILES: [C:19]([CH3:20])([CH3:21])([CH3:22])[O:23][C:24]([NH:25][CH2:26][CH2:27][CH:28]([CH3:29])[N:30]1[CH2:31][CH2:32][C:33](=[O:36])[CH2:34][CH2:35]1)=[O:37].[CH:1]1([NH:7][CH2:8][CH:9]([NH2:10])[c:11]2[c:12]([F:18])[cH:13][cH:14][c:15]([F:17])[cH:16]2)[CH2:2][CH2:3][CH2:4][CH2:5][CH2:6]1>>[CH:1]1([NH:7][CH2:8][CH:9]([NH:10][CH:33]2[CH2:32][CH2:31][N:30]([CH:28]([CH2:27][CH2:26][NH:25][C:24]([O:23][C:19]([CH3:20])([CH3:21])[CH3:22])=[O:37])[CH3:29])[CH2:35][CH2:34]2)[c:11]2[c:12]([F:18])[cH:13][cH:14][c:15]([F:17])[cH:16]2)[CH2:2][CH2:3][CH2:4][CH2:5][CH2:6]1. Reactants: ClC(Cl)(Cl)Cl, O=[N+]([O-])c1ccc(-c2nn(-c3ccccc3)cc2C=NO)o1, O=S(Cl)Cl. Yields the product N#Cc1cn(-c2ccccc2)nc1-c1ccc([N+](=O)[O-])o1. As a reaction SMILES: [C:27]([Cl:28])([Cl:29])([Cl:30])[Cl:31].[N+:5](=[O:6])([O-:7])[c:8]1[cH:9][cH:10][c:11](-[c:13]2[n:14][n:15](-[c:21]3[cH:22][cH:23][cH:24][cH:25][cH:26]3)[cH:16][c:17]2[CH:18]=[N:19][OH:20])[o:12]1.[S:1]([Cl:2])([Cl:3])=[O:4]>>[N+:5](=[O:6])([O-:7])[c:8]1[cH:9][cH:10][c:11](-[c:13]2[n:14][n:15](-[c:21]3[cH:22][cH:23][cH:24][cH:25][cH:26]3)[cH:16][c:17]2[C:18]#[N:19])[o:12]1. Starting materials: CC(Cl)c1cccnc1, Cc1ccc(S(=O)(=O)N2CCSc3cc(C(=O)O)ccc32)cc1. Reagents/catalysts: O=C([O-])[O-].[Cs+].[Cs+] (cesium carbonate), [I-].[K+] (potassium iodide). Solvent: CN(C)C=O (DMF), CN(C)C=O (dmf), CN(C)C=O (DMF). Run at temperature 70 celsius, time 16 hour. Product: Cc1ccc(S(=O)(=O)N2CCSc3cc(C(=O)OC(C)c4cccnc4)ccc32)cc1. The reactants are OCCC(O)CO, CO, CC(C)=O, [Mg+2], O=S(=O)([O-])[O-], Cc1ccc(S(=O)(=O)O)cc1. The product is CC1(C)OCC(CCO)O1. As a reaction SMILES: [CH2:1]([CH:2]([CH2:3][CH2:4][OH:5])[OH:6])[OH:7].[CH3:29][OH:30].[CH3:8][C:9]([CH3:10])=[O:11].[Mg+2:12].[O-:13][S:14]([O-:15])(=[O:16])=[O:17].[c:18]1([CH3:19])[cH:20][cH:21][c:22]([S:23]([OH:24])(=[O:25])=[O:26])[cH:27][cH:28]1>>[CH2:1]1[CH:2]([CH2:3][CH2:4][OH:5])[O:6][C:9]([CH3:8])([CH3:10])[O:7]1. Reactants: CCOC(=O)C (EtOAc), CC1=C(C(=CC=C1)C)O (2,6-dimethylphenol), ClCC(=O)Cl (Chloroacetylchloride), C(C)(C)NCCNC(C)C (diisopropyl ethylene diamine). Run in Hexanes, ClCCl (dichloromethane). Conditions: temperature -78 celsius. The product is CC1=C(C(=CC=C1)C)OC(CCl)=O (chloro-acetic acid 2,6-dimethyl-phenyl ester). The yield is 94.6%. Reaction SMILES: [CH3:1][C:2]1[CH:7]=[CH:6][CH:5]=[C:4]([CH3:8])[C:3]=1[OH:9].C(NCCNC(C)C)(C)C.[Cl:20][CH2:21][C:22](Cl)=[O:23].CCOC(C)=O>ClCCl>[CH3:1][C:2]1[CH:7]=[CH:6][CH:5]=[C:4]([CH3:8])[C:3]=1[O:9][C:22](=[O:23])[CH2:21][Cl:20]. Procedure: Under a nitrogen atmosphere: 2,6-dimethylphenol (1.0 equivalent, 40 mmoles) was dissolved in dichloromethane (40 mL) and diisopropyl ethylene diamine (1.3 equivalents, 53.2 mmoles). This solution was cooled to −78° C. Chloroacetylchloride was added all at once. The reaction was followed by TLC (25 EtOAc:75 Hexanes) until reaction was complete (˜10 minutes). The reaction was extracted using water and ether. The ether layer was washed with water and then brine, dried (MgSO4), filtered, rinsed with... Starting materials: Example 24 ( m ), OC1=CC=C(C=C1)C1C(CN(CC1)C(=O)OC(C)(C)C)OCC1=CC2=CC=CC=C2C=C1 (tert-butyl (3RS,4RS)-4-(4-hydroxy-phenyl)-3-(naphthalen-2-ylmethoxy)-piperidine-1-carboxylate), N1=C(C=CC=C1)N=C=O (2-pyridyl isocyanate). Product: C1=C(C=CC2=CC=CC=C12)COC1CN(CCC1C1=CC=C(C=C1)OC(NC1=NC=CC=C1)=O)C(=O)OC(C)(C)C (tert-butyl (3RS,4RS)-3-(naphthalen-2-ylmethoxy)-4-[4-(pyridin-2-ylcarbamoyloxy)-phenyl]-piperidine-1-carboxylate). RXN SMILES: [OH:1][C:2]1[CH:7]=[CH:6][C:5]([CH:8]2[CH2:13][CH2:12][N:11]([C:14]([O:16][C:17]([CH3:20])([CH3:19])[CH3:18])=[O:15])[CH2:10][CH:9]2[O:21][CH2:22][C:23]2[CH:32]=[CH:31][C:30]3[C:25](=[CH:26][CH:27]=[CH:28][CH:29]=3)[CH:24]=2)=[CH:4][CH:3]=1.[N:33]1[CH:38]=[CH:37][CH:36]=[CH:35][C:34]=1[N:39]=[C:40]=[O:41]>>[CH:24]1[C:25]2[C:30](=[CH:29][CH:28]=[CH:27][CH:26]=2)[CH:31]=[CH:32][C:23]=1[CH2:22][O:21][CH:9]1[CH:8]([C:5]2[CH:6]=[CH:7][C:2]([O:1][C:40](=[O:41])[NH:39][C:34]3[CH:35]=[CH:36][CH:37]=[CH:38][N:33]=3)=[CH:3][CH:4]=2)[CH2:13][CH2:12][N:11]([C:14]([O:16][C:17]([CH3:18])([CH3:19])[CH3:20])=[O:15])[CH2:10]1. Procedure: (ff) In an analogous manner to that described in Example 24 (m), by reacting tert-butyl (3RS,4RS)-4-(4-hydroxy-phenyl)-3-(naphthalen-2-ylmethoxy)-piperidine-1-carboxylate with 2-pyridyl isocyanate there was obtained tert-butyl (3RS,4RS)-3-(naphthalen-2-ylmethoxy)-4-[4-(pyridin-2-ylcarbamoyloxy)-phenyl]-piperidine-1-carboxylate as a white solid; MS: 554 (M+H)+. Starting materials: CN1CCCC2=CC=CC(=C12)C[Li] ((1-Methyl-1,2,3,4-tetrahydroquinolin-8-yl)methyl lithium), COC1=CC2=C(N=C(N2)S(=O)Cl)C=C1 ((5-methoxy-2-benzimidazolyl)sulfinyl chloride). Solvent: C1=CC=CC=C1 (benzene). Yields the product COC1=CC2=C(N=C(N2)S(=O)CC=2C=CC=C3CCCN(C23)C)C=C1 (8-(5-methoxy-2-benzimidazolyl)sulfinylmethyl-1-methyl-1,2,3,4-tetrahydroquinoline). Isolated yield 3.6%. As a reaction SMILES: [CH3:1][N:2]1[C:11]2[C:6](=[CH:7][CH:8]=[CH:9][C:10]=2[CH2:12][Li])[CH2:5][CH2:4][CH2:3]1.[CH3:14][O:15][C:16]1[CH:27]=[CH:26][C:19]2[N:20]=[C:21]([S:23](Cl)=[O:24])[NH:22][C:18]=2[CH:17]=1>C1C=CC=CC=1>[CH3:14][O:15][C:16]1[CH:27]=[CH:26][C:19]2[N:20]=[C:21]([S:23]([CH2:12][C:10]3[CH:9]=[CH:8][CH:7]=[C:6]4[C:11]=3[N:2]([CH3:1])[CH2:3][CH2:4][CH2:5]4)=[O:24])[NH:22][C:18]=2[CH:17]=1. Reported procedure: (1-Methyl-1,2,3,4-tetrahydroquinolin-8-yl)methyl lithium (18.3 g) was dissolved in benzene (150 ml). After adding (5-methoxy-2-benzimidazolyl)sulfinyl chloride (20.1 g) thereto, the mixture was refluxed for 2 hours. The resulting lithium chloride was filtered off, and the filtrate was concentrated under reduced pressure. The resulting residue was recrystallized from ethyl acetate to give 8-(5-methoxy-2-benzimidazolyl)sulfinylmethyl-1-methyl-1,2,3,4-tetrahydroquinoline (1.1 g). The reactants are [Br-], Br, CO, Nc1ccccc1F, [Na+], [Na+], [Na+], [Na+], O=C([O-])[O-], O, N#C[S-]. The product is N#CSc1ccc(N)c(F)c1. As a reaction SMILES: [Br-:6].[Br:7].[CH3:23][OH:24].[NH2:8][c:9]1[cH:10][cH:11][cH:12][cH:13][c:14]1[F:15].[Na+:16].[Na+:17].[Na+:1].[Na+:5].[O-:18][C:19](=[O:20])[O-:21].[OH2:22].[S-:2][C:3]#[N:4]>>[S:2]([C:3]#[N:4])[c:12]1[cH:11][cH:10][c:9]([NH2:8])[c:14]([F:15])[cH:13]1.